This data is from the Open Reaction Database (ORD), a public repository of structured organic reaction records. The task is: describe an organic reaction: reactants, conditions, products, and yield Starting materials: CCC1(CC(=O)OC)OCCc2c1[nH]c1cc(OC(F)(F)F)ccc21, CCO, [Na+], [OH-]. Yields the product CCC1(CC(=O)O)OCCc2c1[nH]c1cc(OC(F)(F)F)ccc21. As a reaction SMILES: [CH3:1][O:2][C:3]([CH2:4][C:5]1([CH2:23][CH3:24])[O:6][CH2:7][CH2:8][c:9]2[c:10]1[nH:11][c:12]1[cH:13][c:14]([O:18][C:19]([F:20])([F:21])[F:22])[cH:15][cH:16][c:17]21)=[O:25].[CH3:28][CH2:29][OH:30].[Na+:27].[OH-:26]>>[O:2]=[C:3]([CH2:4][C:5]1([CH2:23][CH3:24])[O:6][CH2:7][CH2:8][c:9]2[c:10]1[nH:11][c:12]1[cH:13][c:14]([O:18][C:19]([F:20])([F:21])[F:22])[cH:15][cH:16][c:17]21)[OH:25]. Reactants: c1(ccccc1)CN, c12c(OBO1)cccc2, C1CN(C[C@@H](C1=O)O)S(=O)(=O)C. Reagents/catalysts: c1ccc(cc1)-c2c3ccccc3cc4ccccc24 (9-Phenylanthracene). Conditions: temperature 25 celsius, time 18 hour. The product is CS(=O)(=O)N1CC[C@@H](N)[C@H](O)C1. As a reaction SMILES: B1Oc(c2O1)cccc2.[NH2:1]Cc1ccccc1.[CH3:2][S:3]([N:6]1[CH2:12][C@H:10]([OH:11])[C:9](=O)[CH2:8][CH2:7]1)(=[O:5])=[O:4]>>[CH3:2][S:3]([N:6]1[CH2:12][C@@H:10]([OH:11])[C@H:9]([NH2:1])[CH2:8][CH2:7]1)(=[O:5])=[O:4].